describe an organic reaction: reactants, conditions, products, and yield From a dataset of the Open Reaction Database (ORD), a public repository of structured organic reaction records. The reagents and catalysts are [Pd].[Pd].C(C1=CC=CC=C1)=CC(=O)C=CC1=CC=CC=C1.C(C1=CC=CC=C1)=CC(=O)C=CC1=CC=CC=C1.C(C1=CC=CC=C1)=CC(=O)C=CC1=CC=CC=C1 (tris(dibenzylidene-acetone) di palladium(0)). Reaction SMILES: C1(P(C2C=CC=CC=2)C2C3OC4C(=CC=CC=4P(C4C=CC=CC=4)C4C=CC=CC=4)C(C)(C)C=3C=CC=2)C=CC=CC=1.C(=O)([O-])[O-].[Cs+].[Cs+].Br[C:50]1[N:55]=[C:54]([C:56]2([CH2:63][F:64])[NH:61][C:60](=[O:62])[CH2:59][O:58][CH2:57]2)[CH:53]=[CH:52][CH:51]=1.[Cl:65][C:66]1[CH:67]=[CH:68][C:69]([C:72]([NH2:74])=[O:73])=[N:70][CH:71]=1>O1CCOCC1.[Pd].[Pd].C(=CC(C=CC1C=CC=CC=1)=O)C1C=CC=CC=1.C(=CC(C=CC1C=CC=CC=1)=O)C1C=CC=CC=1.C(=CC(C=CC1C=CC=CC=1)=O)C1C=CC=CC=1.O>[F:64][CH2:63][C:56]1([C:54]2[N:55]=[C:50]([NH:74][C:72]([C:69]3[CH:68]=[CH:67][C:66]([Cl:65])=[CH:71][N:70]=3)=[O:73])[CH:51]=[CH:52][CH:53]=2)[CH2:57][O:58][CH2:59][C:60](=[O:62])[NH:61]1 |f:1.2.3,7.8.9.10.11|. Product: FCC1(NC(COC1)=O)C1=CC=CC(=N1)NC(=O)C1=NC=C(C=C1)Cl (5-Chloro-pyridine-2-carboxylic acid [6-(3-fluoromethyl-5-oxo-morpholin-3-yl)-pyridin-2-yl]-amide). Starting materials: ClC=1C=CC(=NC1)C(=O)N (5-chloropicolinamide), C1(=CC=CC=C1)P(C1=CC=CC=2C(C3=CC=CC(=C3OC12)P(C1=CC=CC=C1)C1=CC=CC=C1)(C)C)C1=CC=CC=C1 (4,5-Bis(diphenyl phosphino)-9,9-dimethyl xanthene), C([O-])([O-])=O.[Cs+].[Cs+] (cesium carbonate), BrC1=CC=CC(=N1)C1(COCC(N1)=O)CF (5-(6-Bromo-pyridin-2-yl)-5-fluoromethyl-morpholin-3-one). Run in O (water), O1CCOCC1 (1,4-dioxane). Reaction conditions: temperature 80 celsius. Reported procedure: A mixture of 4,5-Bis(diphenyl phosphino)-9,9-dimethyl xanthene (0.04 g, 0.069 mmol), tris(dibenzylidene-acetone) di palladium(0) (0.032 g, 0.035 mmol) and cesium carbonate (0.678 g, 2.083 mmol) were taken in 1,4-dioxane and degassed with argon for 10 min. 5-(6-Bromo-pyridin-2-yl)-5-fluoromethyl-morpholin-3-one (0.2 g, 0.694 mmol) followed by 5-chloropicolinamide (0.119 g, 0.764 mmol) were added to the resultant reaction mixture and degassed with argon for further 5 min. Reaction mixture was then... Reactants: ClC1=CC=C(C=C1)CC(=O)Cl ((4-chlorophenyl)acetyl chloride), C(C)(C)[C@H]1NC(OC1)=O ((4R)-4-isopropyl-1,3-oxazolidin-2-one), solution, [Li]CCCC (n-BuLi), hexanes. Solvent: C1CCOC1 (THF). Conditions: temperature -78 celsius, time 15 minute. Product: ClC1=CC=C(C=C1)CC(=O)N1C(OC[C@H]1C(C)C)=O ((4R)-3-[(4-chlorophenyl)acetyl]-4-isopropyl-1,3-oxazolidin-2-one). Yield: 106.0%. As a reaction SMILES: [CH:1]([C@@H:4]1[CH2:8][O:7][C:6](=[O:9])[NH:5]1)([CH3:3])[CH3:2].[Li]CCCC.[Cl:15][C:16]1[CH:21]=[CH:20][C:19]([CH2:22][C:23](Cl)=[O:24])=[CH:18][CH:17]=1>C1COCC1>[Cl:15][C:16]1[CH:21]=[CH:20][C:19]([CH2:22][C:23]([N:5]2[C@H:4]([CH:1]([CH3:3])[CH3:2])[CH2:8][O:7][C:6]2=[O:9])=[O:24])=[CH:18][CH:17]=1. Procedure details: To a solution of (4R)-4-isopropyl-1,3-oxazolidin-2-one (5.3 g, 41.1 mmol) in dry THF (100 mL) at −78° C. under argon, was added dropwise a 2.5M solution of n-BuLi in hexanes (17.0 mL, 42.5 mmol). After stirring at −78° C. for 15 min, (4-chlorophenyl)acetyl chloride (2.70 mL, 21.8 mmol) was added. The resulting reaction mixture was stirred at −78° C. for 30 min and 0° C. for 15 min, quenched with saturated NH4Cl (15 mL) and concentrated in vacuo. The residue was dissolved in EtOAc (200 mL) and wa... Starting materials: NC[C@@H]1[C@H]2C[C@H]2CN1C(=O)C=1N=C(SC1C=1C=C(C=CC1)C)C (((1S,2S,5R)-2-Aminomethyl-3-aza-bicyclo[3.1.0]hex-3-yl)-(2-methyl-5-m-tolyl-thiazol-4-yl)-methanone), ClC=1C(=C(C(=O)O)C=CC1)C (3-Chloro-2-methyl-benzoic acid). Product: ClC=1C(=C(C(=O)NC[C@@H]2[C@H]3C[C@H]3CN2C(=O)C=2N=C(SC2C=2C=C(C=CC2)C)C)C=CC1)C (3-Chloro-2-methyl-N-[(1S,2S,5R)-3-(2-methyl-5-m-tolyl-thiazole-4-carbonyl)-3-aza-bicyclo[3.1.0]hex-2-ylmethyl]-benzamide). As a reaction SMILES: [NH2:1][CH2:2][C@H:3]1[N:8]([C:9]([C:11]2[N:12]=[C:13]([CH3:23])[S:14][C:15]=2[C:16]2[CH:17]=[C:18]([CH3:22])[CH:19]=[CH:20][CH:21]=2)=[O:10])[CH2:7][C@H:6]2[C@@H:4]1[CH2:5]2.[Cl:24][C:25]1[C:26]([CH3:34])=[C:27]([CH:31]=[CH:32][CH:33]=1)[C:28](O)=[O:29]>>[Cl:24][C:25]1[C:26]([CH3:34])=[C:27]([CH:31]=[CH:32][CH:33]=1)[C:28]([NH:1][CH2:2][C@H:3]1[N:8]([C:9]([C:11]2[N:12]=[C:13]([CH3:23])[S:14][C:15]=2[C:16]2[CH:17]=[C:18]([CH3:22])[CH:19]=[CH:20][CH:21]=2)=[O:10])[CH2:7][C@H:6]2[C@@H:4]1[CH2:5]2)=[O:29]. Procedure details: prepared by reaction of ((1S,2S,5R)-2-Aminomethyl-3-aza-bicyclo[3.1.0]hex-3-yl)-(2-methyl-5-m-tolyl-thiazol-4-yl)-methanone with 3-Chloro-2-methyl-benzoic acid. LC-MS (basic): tR=0.95 min; [M+H]+=480.0.